Dataset: the Open Reaction Database (ORD), a public repository of structured organic reaction records. Task: describe an organic reaction: reactants, conditions, products, and yield Reactants: ClC=1C2=C(N=CN1)C=CN2 (4-chloro-5H-pyrrolo[3,2-d]pyrimidine), ClCC#CCNC(OC(C)(C)C)=O (tert-butyl (4-chlorobut-2-yn-1-yl)carbamate), C([O-])([O-])=O.[Cs+].[Cs+] (cesium carbonate), CN(C=O)C (N,N-dimethylformamide). The solvent is O (Water). Reaction conditions: time 2 hour. The product is C(C)(C)(C)OC(NCC#CCN1C=CC=2N=CN=C(C21)Cl)=O (tert-butyl[4-(4-chloro-5H-pyrrolo[3,2-d]pyrimidin-5-yl)but-2-yn-1-yl]carbamate). Isolated yield 82.8%. As a reaction SMILES: [Cl:1][C:2]1[C:3]2[NH:10][CH:9]=[CH:8][C:4]=2[N:5]=[CH:6][N:7]=1.Cl[CH2:12][C:13]#[C:14][CH2:15][NH:16][C:17](=[O:23])[O:18][C:19]([CH3:22])([CH3:21])[CH3:20].C(=O)([O-])[O-].[Cs+].[Cs+].CN(C)C=O>O>[C:19]([O:18][C:17](=[O:23])[NH:16][CH2:15][C:14]#[C:13][CH2:12][N:10]1[C:3]2[C:2]([Cl:1])=[N:7][CH:6]=[N:5][C:4]=2[CH:8]=[CH:9]1)([CH3:22])([CH3:21])[CH3:20] |f:2.3.4|. Reported procedure: A mixture of 4-chloro-5H-pyrrolo[3,2-d]pyrimidine (1.51 g), tert-butyl (4-chlorobut-2-yn-1-yl)carbamate (2.60 g), cesium carbonate (4.80 g) and N,N-dimethylformamide (15 mL) was stirred at room temperature for 2 hrs. Water was added to the reaction mixture and the mixture was extracted with ethyl acetate. The organic layer washed with saturated brine, dried over anhydrous magnesium sulfate and concentrated under reduced pressure. The residue was separated and purified by silica gel column chroma... Reactants: [H][H] (hydrogen), ClC=1OC(=C(N1)C1=CC=CC=C1)C1=CC=CC=C1 (2-chloro-4,5-diphenyl-oxazole), C(C)OC(CS)=O (thioglycolic acid ethyl ester), [H-].[Na+] (NaH), BrC=1OC(=C(N1)C1=CC=CC=C1)C1=CC=CC=C1 (2-bromo-4,5-diphenyl-oxazole). The solvent is CN(C)C=O (DMF). Run at time 5 hour. Product: ethyl ester, C1(=CC=CC=C1)C=1N=C(OC1C1=CC=CC=C1)C(C(=O)O)S (4,5-diphenyl-2-oxazolyl-mercaptoacetic acid). As a reaction SMILES: C([O:3][C:4](=[O:7])[CH2:5][SH:6])C.[H-].[Na+].[H][H].Cl[C:13]1[O:14][C:15]([C:24]2[CH:29]=[CH:28][CH:27]=[CH:26][CH:25]=2)=[C:16]([C:18]2[CH:23]=[CH:22][CH:21]=[CH:20][CH:19]=2)[N:17]=1.BrC1OC(C2C=CC=CC=2)=C(C2C=CC=CC=2)N=1>CN(C=O)C>[C:18]1([C:16]2[N:17]=[C:13]([CH:5]([SH:6])[C:4]([OH:7])=[O:3])[O:14][C:15]=2[C:24]2[CH:29]=[CH:28][CH:27]=[CH:26][CH:25]=2)[CH:23]=[CH:22][CH:21]=[CH:20][CH:19]=1 |f:1.2|. Reported procedure: 12 g. of thioglycolic acid ethyl ester is added to a suspension of 2.4 g. of NaH in 200 ml. of freshly distilled DMF, and the mixture is agitated until the evolution of hydrogen has ceased. Thereafter, 25.5 g. of 2-chloro-4,5-diphenyl-oxazole or 30 g. of 2-bromo-4,5-diphenyl-oxazole is added to the mixture. The latter is agitated for 5 hours at 80° and worked up as usual, thus obtaining the ethyl ester of 4,5-diphenyl-2-oxazolyl-mercaptoacetic acid, b.p. 207°-210°/0.1 mm.; m.p. 54°-56° (hexane). Procedure details: Following the same procedure as that described in example 1E, 6-bromo-4-(3-ethoxy-phenyl)-2-methoxy-quinoline (2 g, 5.59 mmol) and (6-chloro-pyridin-3-yl)-(3-methyl-3H-imidazol-4-yl)-methanone (1.48 g, 6.70 mmol) generated the title compound of 26A (1.458 g, 52% yield). The product is 26A, ClC1=CC=C(C=N1)C(C=1C=C2C(=CC(NC2=CC1)=O)C1=CC(=CC=C1)OCC)(C=1N(C=NC1)C)O (6-[(6-Chloro-pyridin-3-yl)-hydroxy-(3-methyl-3H-imidazol-4-yl)-methyl]-4-(3-ethoxy-phenyl)-1H-quinolin-2-one). As a reaction SMILES: Br[C:2]1[CH:3]=[C:4]2[C:9](=[CH:10][CH:11]=1)[N:8]=[C:7]([O:12]C)[CH:6]=[C:5]2[C:14]1[CH:19]=[CH:18][CH:17]=[C:16]([O:20][CH2:21][CH3:22])[CH:15]=1.[Cl:23][C:24]1[N:29]=[CH:28][C:27]([C:30]([C:32]2[N:33]([CH3:37])[CH:34]=[N:35][CH:36]=2)=[O:31])=[CH:26][CH:25]=1>>[Cl:23][C:24]1[N:29]=[CH:28][C:27]([C:30]([OH:31])([C:32]2[N:33]([CH3:37])[CH:34]=[N:35][CH:36]=2)[C:2]2[CH:3]=[C:4]3[C:9](=[CH:10][CH:11]=2)[NH:8][C:7](=[O:12])[CH:6]=[C:5]3[C:14]2[CH:19]=[CH:18][CH:17]=[C:16]([O:20][CH2:21][CH3:22])[CH:15]=2)=[CH:26][CH:25]=1. The reactants are BrC=1C=C2C(=CC(=NC2=CC1)OC)C1=CC(=CC=C1)OCC (6-bromo-4-(3-ethoxy-phenyl)-2-methoxy-quinoline), ClC1=CC=C(C=N1)C(=O)C=1N(C=NC1)C ((6-chloro-pyridin-3-yl)-(3-methyl-3H-imidazol-4-yl)-methanone). Isolated yield 52.0%. Starting materials: Cl.CC1=C(C(=CC=C1)C)NN (2,6-dimethylphenylhydrazine hydrochloride), C([O-])([O-])=O.[Na+].[Na+] (sodium carbonate), ClCCOC(=O)Cl (chloroformic acid 2-chloroethylester). Solvent: O (water), C=1(C(=CC=CC1)C)C (xylene), O (water). Run at time 30 minute. The product is CC1=C(C(=CC=C1)C)NNC(=O)OCCCl (2-Chloroethyl 2-(2,6-dimethylphenyl)-hydrazinecarboxylate). RXN SMILES: Cl.[CH3:2][C:3]1[CH:8]=[CH:7][CH:6]=[C:5]([CH3:9])[C:4]=1[NH:10][NH2:11].C(=O)([O-])[O-].[Na+].[Na+].[Cl:18][CH2:19][CH2:20][O:21][C:22](Cl)=[O:23]>O.C1(C)C(C)=CC=CC=1>[CH3:2][C:3]1[CH:8]=[CH:7][CH:6]=[C:5]([CH3:9])[C:4]=1[NH:10][NH:11][C:22]([O:21][CH2:20][CH2:19][Cl:18])=[O:23] |f:0.1,2.3.4|. Procedure details: A mixture of 17.7 g (0.1 mol) 2,6-dimethylphenylhydrazine hydrochloride, 21.2 g (0.2 mol) sodium carbonate in 50 ml water and 50 ml xylene are stirred for 30 minutes at room temperature, then cooled to 5°. 14.3 g (0.1 mol) chloroformic acid 2-chloroethylester is then added over a period of 1 hour, the temperature being maintained at 5°. The mixture is stirred at 5° for another hour, at the end of which 100 ml water are added, the precipitate thus formed filtered off, washed with water and dried.... Reactants: CN1C(CCC1)=O (N-methyl-2-pyrrolidone), C(CC)(=O)O (propionic acid), C(=O)(N1C=NC=C1)N1C=NC=C1 (1,1′-carbonyldiimidazole), CN1C(CCC1)=O (N-methyl-2-pyrrolidone), NC(C1=CC=C(OCCCC2CCN(CC2)CCCOC2=CC=C(C(=O)N)C=C2)C=C1)=NO (4-{3-[4-(3-{4-[amino(hydroxyimino)methyl]phenoxy}propyl)-1-piperidinyl]propoxy}benzamide), oxime. Solvent: O (water), C(Cl)(Cl)Cl (chloroform). Run at time 1 hour. The product is NC(C1=CC=C(OCCCC2CCN(CC2)CCCOC2=CC=C(C(=O)N)C=C2)C=C1)=NOC(CC)=O (4-{3-[4-(3-{4-[amino(propionyloxyimino)methyl]phenoxy}propyl)-1-piperidinyl]propoxy}benzamide). Isolated yield 51.6%. RXN SMILES: CN1CCCC1=O.[C:8]([OH:12])(=[O:11])[CH2:9][CH3:10].C(N1C=CN=C1)(N1C=CN=C1)=O.[NH2:25][C:26](=[N:56]O)[C:27]1[CH:55]=[CH:54][C:30]([O:31][CH2:32][CH2:33][CH2:34][CH:35]2[CH2:40][CH2:39][N:38]([CH2:41][CH2:42][CH2:43][O:44][C:45]3[CH:53]=[CH:52][C:48]([C:49]([NH2:51])=[O:50])=[CH:47][CH:46]=3)[CH2:37][CH2:36]2)=[CH:29][CH:28]=1>O.C(Cl)(Cl)Cl>[NH2:56][C:26](=[N:25][O:11][C:8](=[O:12])[CH2:9][CH3:10])[C:27]1[CH:55]=[CH:54][C:30]([O:31][CH2:32][CH2:33][CH2:34][CH:35]2[CH2:40][CH2:39][N:38]([CH2:41][CH2:42][CH2:43][O:44][C:45]3[CH:46]=[CH:47][C:48]([C:49]([NH2:51])=[O:50])=[CH:52][CH:53]=3)[CH2:37][CH2:36]2)=[CH:29][CH:28]=1. Procedure: To an N-methyl-2-pyrrolidone (10 mL) solution of 0.35 g of propionic acid was added 0.76 g of 1,1′-carbonyldiimidazole at room temperature, which was then stirred at the same temperature for one hour. An N-methyl-2-pyrrolidone (10 mL) solution of 1.00 g of 4-{3-[4-(3-{4-[amino(hydroxyimino)methyl]phenoxy}propyl)-1-piperidinyl]propoxy}benzamide=oxime was added to the mixture at room temperature, which was then stirred for 15 hours. The reaction mixture was added to a mixture of chloroform and wat... As a reaction SMILES: Cl[C:2]1[N:7]=[C:6]([C:8]2[S:12][C:11]([N:13]3[CH2:18][CH2:17][N:16]([S:19]([CH3:22])(=[O:21])=[O:20])[CH2:15][CH2:14]3)=[N:10][C:9]=2[C:23]2[C:24]([F:41])=[C:25]([NH:29][S:30]([C:33]3[CH:38]=[C:37]([F:39])[CH:36]=[CH:35][C:34]=3[F:40])(=[O:32])=[O:31])[CH:26]=[CH:27][CH:28]=2)[CH:5]=[CH:4][N:3]=1.[NH4+:42].[OH-].C(Cl)Cl>CO>[NH2:42][C:2]1[N:7]=[C:6]([C:8]2[S:12][C:11]([N:13]3[CH2:18][CH2:17][N:16]([S:19]([CH3:22])(=[O:21])=[O:20])[CH2:15][CH2:14]3)=[N:10][C:9]=2[C:23]2[C:24]([F:41])=[C:25]([NH:29][S:30]([C:33]3[CH:38]=[C:37]([F:39])[CH:36]=[CH:35][C:34]=3[F:40])(=[O:32])=[O:31])[CH:26]=[CH:27][CH:28]=2)[CH:5]=[CH:4][N:3]=1 |f:1.2|. Run in CO (MeOH). Procedure details: A solution of N-(3-{5-(2-chloro-4-pyrimidinyl)-2-[4-(methylsulfonyl)-1-piperazinyl]-1,3-thiazol-4-yl}-2-fluorophenyl)-2,5-difluorobenzenesulfonamide (0.14 g, 0.22 mmol) in NH4OH (2.5 mL, 65 mmol) was sealed in a microwave vial and irradiated at 140° C. for 12 min. LCMS analysis indicates complete conversion to product. The reaction mixture was transferred to a round bottom flask with DCM and MeOH. A precipitate formed while attempting to remove the volatiles in vacuo and it was collected by vacu... Isolated yield 101.7%. Reactants: ClC1=NC=CC(=N1)C1=C(N=C(S1)N1CCN(CC1)S(=O)(=O)C)C=1C(=C(C=CC1)NS(=O)(=O)C1=C(C=CC(=C1)F)F)F (N-(3-{5-(2-chloro-4-pyrimidinyl)-2-[4-(methylsulfonyl)-1-piperazinyl]-1,3-thiazol-4-yl}-2-fluorophenyl)-2,5-difluorobenzenesulfonamide), [NH4+].[OH-] (NH4OH), C(Cl)Cl (DCM). The product is NC1=NC=CC(=N1)C1=C(N=C(S1)N1CCN(CC1)S(=O)(=O)C)C=1C(=C(C=CC1)NS(=O)(=O)C1=C(C=CC(=C1)F)F)F (N-(3-{5-(2-Amino-4-pyrimidinyl)-2-[4-(methylsulfonyl)-1-piperazinyl]-1,3-thiazol-4-yl}-2-fluorophenyl)-2,5-difluorobenzenesulfonamide). Starting materials: ClC1=NC=CC=C1N(C(C1=CC=CC=C1)=O)C (N-(2-chloro-pyridin-3-yl)-N-methyl-benzamide), C([O-])([O-])=O.[Na+].[Na+] (sodium carbonate). The reagents and catalysts are [Pd].C1(=CC=CC=C1)P(C1=CC=CC=C1)C1=CC=CC=C1.C1(=CC=CC=C1)P(C1=CC=CC=C1)C1=CC=CC=C1.C1(=CC=CC=C1)P(C1=CC=CC=C1)C1=CC=CC=C1.C1(=CC=CC=C1)P(C1=CC=CC=C1)C1=CC=CC=C1 (tetrakis(triphenylphosphine) palladium). The solvent is CN(C(C)=O)C (N,N-dimethyl acetamide). Yields the product CN1C(C2=C(C3=NC=CC=C13)C=CC=C2)=O (5-methyl-5H-benzo[c][1,5]naphthyridin-6-one). Yield: 91.0%. As a reaction SMILES: Cl[C:2]1[C:7]([N:8]([CH3:17])[C:9](=[O:16])[C:10]2[CH:15]=[CH:14][CH:13]=[CH:12][CH:11]=2)=[CH:6][CH:5]=[CH:4][N:3]=1.C(=O)([O-])[O-].[Na+].[Na+]>[Pd].C1(P(C2C=CC=CC=2)C2C=CC=CC=2)C=CC=CC=1.C1(P(C2C=CC=CC=2)C2C=CC=CC=2)C=CC=CC=1.C1(P(C2C=CC=CC=2)C2C=CC=CC=2)C=CC=CC=1.C1(P(C2C=CC=CC=2)C2C=CC=CC=2)C=CC=CC=1.CN(C)C(=O)C>[CH3:17][N:8]1[C:7]2[C:2](=[N:3][CH:4]=[CH:5][CH:6]=2)[C:11]2[CH:12]=[CH:13][CH:14]=[CH:15][C:10]=2[C:9]1=[O:16] |f:1.2.3,4.5.6.7.8|. Procedure details: 3.94 g N-(2-chloro-pyridin-3-yl)-N-methyl-benzamide (16 mmol), 1.85 g tetrakis(triphenylphosphine) palladium (Pd(PPh3)4) (1.6 mmol), 8.48 g sodium carbonate (Na2CO3) (80 mmol), and 50 mL N,N-dimethyl acetamide (DMA) were added in a flask and reacted for 24 hr under nitrogen. After cooling to room temperature, the reaction was quenched by water. After filtration, concentration, and purification by column, 3.06 light yellow solid was obtained, with a yield of 91%. Starting materials: FC=1C=CC2=C(SC=C2N2CCN(CC2)CCN2C(C=3C(C2=O)=CC=CC3)=O)C1 (N-[2-[4-(6-fluorobenzo[b]thien-3-yl)-1-piperazinyl]-ethyl]phthalimide), [BH4-].[Na+] (Sodium Borohydride), CCCCCCC (heptane), CCOC(=O)C (EtOAc). Run in CCO (EtOH), ClCl (Cl2). Reaction conditions: time 15 minute. Yields the product FC=1C=CC2=C(SC=C2N2CCN(CC2)CCN2C(C3=CC=CC=C3C2O)=O)C1 (2-[4-(6-Fluorobenzo[b]thien-3-yl)-1-piperazinyl]-ethyl-2,3-dihydro-3-hydroxy-1H-isoindol-1-one). As a reaction SMILES: [F:1][C:2]1[CH:3]=[CH:4][C:5]2[C:9]([N:10]3[CH2:15][CH2:14][N:13]([CH2:16][CH2:17][N:18]4[C:22](=[O:23])[C:21]5=[CH:24][CH:25]=[CH:26][CH:27]=[C:20]5[C:19]4=[O:28])[CH2:12][CH2:11]3)=[CH:8][S:7][C:6]=2[CH:29]=1.[BH4-].[Na+].CCCCCCC.CCOC(C)=O>CCO.ClCl>[F:1][C:2]1[CH:3]=[CH:4][C:5]2[C:9]([N:10]3[CH2:15][CH2:14][N:13]([CH2:16][CH2:17][N:18]4[CH:22]([OH:23])[C:21]5[C:20](=[CH:27][CH:26]=[CH:25][CH:24]=5)[C:19]4=[O:28])[CH2:12][CH2:11]3)=[CH:8][S:7][C:6]=2[CH:29]=1 |f:1.2|. Reported procedure: To a stirred suspension of N-[2-[4-(6-fluorobenzo[b]thien-3-yl)-1-piperazinyl]-ethyl]phthalimide (2.7 g, 6.6 mmol) in a mixture of 200 ml absolute EtOH and 50 ml CH2 Cl2 under N2 was added Sodium Borohydride (0.56 g, 14.8 mmol) in one portion. The mixture was stirred at room temperature for 15 minutes, during which time the solids dissolved. At the end of 15 minutes, TLC [silica, 1:1 heptane:EtOAc] showed no starting material remained and a major, lower Rf spot had appeared. Reactants: C([O-])([O-])=O.[K+].[K+] (Potassium carbonate), OC1=C(C=CC=C1)CC(=O)NC (2-(2-hydroxyphenyl)-N-methylacetamide), BrCC(=O)OCC (Ethyl bromoacetate). Reagents/catalysts: [I-].[K+] (potassium iodide). The solvent is CC(=O)C (acetone). Reaction conditions: time 16 hour. The product is CNC(=O)CC1=C(OCC(=O)OCC)C=CC=C1 (ethyl 2-(2-((N-methylcarbamoyl)methyl)phenoxy)acetate). The yield is 103.0%. Reaction SMILES: C(=O)([O-])[O-].[K+].[K+].[OH:7][C:8]1[CH:13]=[CH:12][CH:11]=[CH:10][C:9]=1[CH2:14][C:15]([NH:17][CH3:18])=[O:16].Br[CH2:20][C:21]([O:23][CH2:24][CH3:25])=[O:22]>CC(C)=O.[I-].[K+]>[CH3:18][NH:17][C:15]([CH2:14][C:9]1[CH:10]=[CH:11][CH:12]=[CH:13][C:8]=1[O:7][CH2:20][C:21]([O:23][CH2:24][CH3:25])=[O:22])=[O:16] |f:0.1.2,6.7|. Procedure details: Potassium carbonate (2.81 g, 20.34 mmol) was given to a solution of 2-(2-hydroxyphenyl)-N-methylacetamide (3.36 g, 20.34 mmol) in acetone (150 ml). Ethyl bromoacetate (2.13 ml, 19.32 mmol) and potassium iodide (166 mg, 1.02 mmol) were added successively. The reaction mixture was heated to reflux for 6 h. It was left at room temperature for 16 h. The solid was filtered off. The solvent was removed in vacuo. The crude product was purified by flash chromatography on silica (80 g), using ethyl aceta...